Dataset: the Open Reaction Database (ORD), a public repository of structured organic reaction records. Task: describe an organic reaction: reactants, conditions, products, and yield Starting materials: BrC1=CN=C2C=C(N=CC2=C1)O (7-bromo-3-hydroxy-5-azaisoquinoline), FC=1C=C(CBr)C=CC1 (3-fluorobenzyl bromide), C([O-])([O-])=O.[Cs+].[Cs+] (cesium carbonate). Solvent: CN(C=O)C (dimethylformamide). The product is BrC=1C=NC2=CC(N(C=C2C1)CC1=CC(=CC=C1)F)=O (7-bromo-2-(3-fluorobenzyl)-2H-5-azaisoquinolin-3-one). Reaction SMILES: [Br:1][C:2]1[CH:11]=[C:10]2[C:5]([CH:6]=[C:7]([OH:12])[N:8]=[CH:9]2)=[N:4][CH:3]=1.[F:13][C:14]1[CH:15]=[C:16]([CH:19]=[CH:20][CH:21]=1)[CH2:17]Br.C(=O)([O-])[O-].[Cs+].[Cs+]>CN(C)C=O>[Br:1][C:2]1[CH:3]=[N:4][C:5]2[C:10]([CH:11]=1)=[CH:9][N:8]([CH2:17][C:16]1[CH:19]=[CH:20][CH:21]=[C:14]([F:13])[CH:15]=1)[C:7](=[O:12])[CH:6]=2 |f:2.3.4|. Procedure details: The alkylation of 7-bromo-3-hydroxy-5-azaisoquinoline (1.00 g, 4.40 mmol) using 3-fluorobenzyl bromide (1.27 g, 6.69 mmol) and cesium carbonate (2.18 g, 6.69 mmol) in dimethylformamide is carried out as previously described in Example 1, Step (1). Purification on a silica gel column eluted with hexanes/ethyl acetate 3:1, followed by trituration with hexanes/ethyl acetate 4:1 will afford the desired product. Step (2): 2-(3-fluorobenzyl)-7-(3-phenyl-prop-1-ynyl)-2H-5-azaisoquinolin-3-one Starting materials: C(C)OC(OCC)OCC (triethylorthoformate), NC=1C=CC(=C(C1)C(=O)N1CCN(CC1)C1=CC=C(C=C1)C(F)(F)F)N1CCOCC1 ((5-Amino-2-morpholin-4-yl-phenyl)-[4-(4-trifluoromethyl-phenyl)-piperazin-1-yl]-methanone), [N-]=[N+]=[N-].[Na+] (sodium azide). The solvent is O (water), [OH-].[Na+] (NaOH), C(C)(=O)O (Acetic acid). Conditions: temperature 75 celsius, time 1 hour. Yields the product N1(CCOCC1)C1=C(C=C(C=C1)N1N=NN=C1)C(=O)N1CCN(CC1)C1=CC=C(C=C1)C(F)(F)F ((2-Morpholin-4-yl-5-tetrazol-1-yl-phenyl)-[4-(4-trifluoromethyl-phenyl)-piperazin-1-yl]-methanone). The yield is 51.7%. RXN SMILES: [NH2:1][C:2]1[CH:3]=[CH:4][C:5]([N:26]2[CH2:31][CH2:30][O:29][CH2:28][CH2:27]2)=[C:6]([C:8]([N:10]2[CH2:15][CH2:14][N:13]([C:16]3[CH:21]=[CH:20][C:19]([C:22]([F:25])([F:24])[F:23])=[CH:18][CH:17]=3)[CH2:12][CH2:11]2)=[O:9])[CH:7]=1.[CH2:32](OC(OCC)OCC)C.[N-:42]=[N+:43]=[N-:44].[Na+]>C(O)(=O)C.O.[OH-].[Na+]>[N:26]1([C:5]2[CH:4]=[CH:3][C:2]([N:1]3[CH:32]=[N:44][N:43]=[N:42]3)=[CH:7][C:6]=2[C:8]([N:10]2[CH2:11][CH2:12][N:13]([C:16]3[CH:17]=[CH:18][C:19]([C:22]([F:24])([F:25])[F:23])=[CH:20][CH:21]=3)[CH2:14][CH2:15]2)=[O:9])[CH2:27][CH2:28][O:29][CH2:30][CH2:31]1 |f:2.3,6.7|. Procedure details: A suspension of (5-Amino-2-morpholin-4-yl-phenyl)-[4-(4-trifluoromethyl-phenyl)-piperazin-1-yl]-methanone (50 mg, 0.115 mmol) in Acetic acid (1 ml) was heated to 75° C. under nitrogen and then triethylorthoformate (36.76 ul, 0.34 mmol) was slowly added. After 1 hour, sodium azide (22.4 mg, 0.34 mmol) was added portionwise and the reaction mixture was stirred at 75° C. for 1 h 30. The reaction mixture was cooled to room temperature, diluted with water and basified with 1N NaOH solution. The aqueo... As a reaction SMILES: CC1(C)CCCC(C)(C)N1.[Li]CCCC.[Cl:16][C:17]1[CH:22]=[CH:21][C:20]([CH3:23])=[CH:19][C:18]=1[F:24].CN([CH:28]=[O:29])C>C1COCC1.O>[Cl:16][C:17]1[C:18]([F:24])=[C:19]([C:20]([CH3:23])=[CH:21][CH:22]=1)[CH:28]=[O:29]. Isolated yield 7.2%. The reactants are CC1(NC(CCC1)(C)C)C (2,2,6,6-tetramethylpiperidine), [Li]CCCC (n-BuLi), CN(C)C=O (DMF), ClC1=C(C=C(C=C1)C)F (1-chloro-2-fluoro-4-methylbenzene). The product is ClC=1C(=C(C=O)C(=CC1)C)F (3-Chloro-2-fluoro-6-methylbenzaldehyde). Conditions: temperature -78 celsius, time 1 hour. Run in C1CCOC1 (THF), O (water). Reported procedure: (Reference: E. J. Org. Chem. 2005, 2116-2123) To a solution of 2,2,6,6-tetramethylpiperidine (0.642 mL, 3.80 mmol) in THF (15 mL) at −78° C. was added n-BuLi (2.162 mL, 3.46 mmol) dropwise. The resulting solution was stirred at −78° C. for 1 h and added 1-chloro-2-fluoro-4-methylbenzene (0.5 g, 3.46 mmol) dropwise. The solution was stirred for additional 0.5 h and then added DMF (0.536 mL, 6.92 mmol). The reaction was stirred at −78° C. for 1.5 h and at ambient temperature for 12 h. The mixture ... Run at temperature 120 celsius, time 24 hour. Reactants: BrC=1C=C(C=CC1)C(C1=NC2=C(N1)C=CC=C2)OC2CCN(CC2)C (2-[(3-bromophenyl)(1-methylpiperidin-4-yloxy)methyl]-1H-benzimidazole), CC1(C2=C(C(=CC=C2)P(C3=CC=CC=C3)C4=CC=CC=C4)OC5=C(C=CC=C51)P(C6=CC=CC=C6)C7=CC=CC=C7)C (Xantphos), C(C1=CC=CC=C1)S (benzyl mercaptan), C(C)(C)N(CC)C(C)C (Diisopropylethylamine). The reagents and catalysts are C(C1=CC=CC=C1)=CC(=O)C=CC1=CC=CC=C1.C(C1=CC=CC=C1)=CC(=O)C=CC1=CC=CC=C1.[Pd] (palladium bis(dibenzylideneacetone)). Reaction SMILES: Br[C:2]1[CH:3]=[C:4]([CH:8]([O:18][CH:19]2[CH2:24][CH2:23][N:22]([CH3:25])[CH2:21][CH2:20]2)[C:9]2[NH:13][C:12]3[CH:14]=[CH:15][CH:16]=[CH:17][C:11]=3[N:10]=2)[CH:5]=[CH:6][CH:7]=1.CC1(C)C2C(=C(P(C3C=CC=CC=3)C3C=CC=CC=3)C=CC=2)OC2C(P(C3C=CC=CC=3)C3C=CC=CC=3)=CC=CC1=2.[CH2:68]([SH:75])[C:69]1[CH:74]=[CH:73][CH:72]=[CH:71][CH:70]=1.C(N(C(C)C)CC)(C)C>C(=CC(C=CC1C=CC=CC=1)=O)C1C=CC=CC=1.C(=CC(C=CC1C=CC=CC=1)=O)C1C=CC=CC=1.[Pd].O1CCOCC1>[CH2:68]([S:75][C:2]1[CH:3]=[C:4]([CH:8]([O:18][CH:19]2[CH2:24][CH2:23][N:22]([CH3:25])[CH2:21][CH2:20]2)[C:9]2[NH:13][C:12]3[CH:14]=[CH:15][CH:16]=[CH:17][C:11]=3[N:10]=2)[CH:5]=[CH:6][CH:7]=1)[C:69]1[CH:74]=[CH:73][CH:72]=[CH:71][CH:70]=1 |f:4.5.6|. Procedure: A screw-cap tube is charged with 2-[(3-bromophenyl)(1-methylpiperidin-4-yloxy)methyl]-1H-benzimidazole (200 mg), palladium bis(dibenzylideneacetone) (14 mg), Xantphos (14 mg), benzyl mercaptan (59 μL), Diisopropylethylamine (174 μL) and 1,4-dioxane (2 mL). The tube is evacuated, filled with argon and sealed. After stirring at 120° C. for 24 h, the mixture is diluted with ethyl acetate and water and the aqueous phase is extracted with ethyl acetate. The pooled organic extracts are dried over magn... The product is C(C1=CC=CC=C1)SC=1C=C(C=CC1)C(C1=NC2=C(N1)C=CC=C2)OC2CCN(CC2)C (2-[(3-benzylsulfanylphenyl)(1-methylpiperidin-4-yloxy)methyl]-1H-benzimidazole). Run in O1CCOCC1 (1,4-dioxane). The reactants are O (water), [H-].[Na+] (Sodium hydride), OC=1C=C2C=CC(=CC2=CC1)CN1C=C(C(=C1)C1=CC=CC=C1)CCC(=O)OCC (ethyl 3-[1-(6-hydroxy-2-naphthylmethyl)-4-phenyl-3-pyrrolyl]propionate), FC1=C(CCl)C=CC=C1 (2-Fluorobenzyl chloride). Solvent: CN(C=O)C (N,N-dimethylformamide). Run at time 15 minute. Product: FC1=C(COC=2C=C3C=CC(=CC3=CC2)CN2C=C(C(=C2)C2=CC=CC=C2)CCC(=O)OCC)C=CC=C1 (ethyl 3-[1-[6-(2-fluorobenzyloxy)-2-naphthylmethyl]-4-phenyl-3-pyrrolyl]propionate). Yield: 88.0%. As a reaction SMILES: [H-].[Na+].[OH:3][C:4]1[CH:5]=[C:6]2[C:11](=[CH:12][CH:13]=1)[CH:10]=[C:9]([CH2:14][N:15]1[CH:19]=[C:18]([C:20]3[CH:25]=[CH:24][CH:23]=[CH:22][CH:21]=3)[C:17]([CH2:26][CH2:27][C:28]([O:30][CH2:31][CH3:32])=[O:29])=[CH:16]1)[CH:8]=[CH:7]2.[F:33][C:34]1[CH:41]=[CH:40][CH:39]=[CH:38][C:35]=1[CH2:36]Cl.O>CN(C)C=O>[F:33][C:34]1[CH:41]=[CH:40][CH:39]=[CH:38][C:35]=1[CH2:36][O:3][C:4]1[CH:5]=[C:6]2[C:11](=[CH:12][CH:13]=1)[CH:10]=[C:9]([CH2:14][N:15]1[CH:19]=[C:18]([C:20]3[CH:25]=[CH:24][CH:23]=[CH:22][CH:21]=3)[C:17]([CH2:26][CH2:27][C:28]([O:30][CH2:31][CH3:32])=[O:29])=[CH:16]1)[CH:8]=[CH:7]2 |f:0.1|. Reported procedure: Sodium hydride (60%, oily, 36.0 mg) was added to a solution of ethyl 3-[1-(6-hydroxy-2-naphthylmethyl)-4-phenyl-3-pyrrolyl]propionate (360 mg) in N,N-dimethylformamide (10 ml) at 0° C., and the mixture was stirred at room temperature for 15 minutes. 2-Fluorobenzyl chloride (0.119 ml) was added to this mixture, which was stirred at room temperature for 1 hour. The reaction mixture was poured into water, which was extracted with ethyl acetate. The ethyl acetate layer was washed with saturated aque... Product: CC(O)c1nccc(N2CCN(c3cnc4ccccc4n3)CC2)n1. Starting materials: CC(=O)OC(C)c1nccc(N2CCN(c3cnc4ccccc4n3)CC2)n1, CO, [Li+], C1CCOC1, [OH-], O, O. As a reaction SMILES: [C:1](=[O:2])([CH3:3])[O:4][CH:5]([CH3:6])[c:7]1[n:8][cH:9][cH:10][c:11]([N:13]2[CH2:14][CH2:15][N:16]([c:19]3[n:20][c:21]4[cH:22][cH:23][cH:24][cH:25][c:26]4[n:27][cH:28]3)[CH2:17][CH2:18]2)[n:12]1.[CH3:32][OH:33].[Li+:31].[O:35]1[CH2:36][CH2:37][CH2:38][CH2:39]1.[OH-:30].[OH2:29].[OH2:34]>>[OH:4][CH:5]([CH3:6])[c:7]1[n:8][cH:9][cH:10][c:11]([N:13]2[CH2:14][CH2:15][N:16]([c:19]3[n:20][c:21]4[cH:22][cH:23][cH:24][cH:25][c:26]4[n:27][cH:28]3)[CH2:17][CH2:18]2)[n:12]1. Reactants: BrC=1C=NC=C(C1)I (3-bromo-5-iodo-pyridine), N1(CCCC1)CCN1N=CC(=C1)B1OC(C(O1)(C)C)(C)C (1-(2-pyrrolidin-1-yl-ethyl)-4-(4,4,5,5-tetramethyl-[1,3,2]dioxaborolan-2-yl)-1H-pyrazol), O.O.O.P(=O)([O-])([O-])[O-].[K+].[K+].[K+] (tri-potassium-phosphate-trihydrate). The reagents and catalysts are C1=CC=C(C=C1)P(C2=CC=CC=C2)C3=CC=CC=C3.C1=CC=C(C=C1)P(C2=CC=CC=C2)C3=CC=CC=C3.Cl[Pd]Cl (bis(triphenyl-phosphine)palladium(II)-chloride). Solvent: COCCOC (1,2-dimethoxyethan). Conditions: temperature 80 celsius, time 18 hour. The product is BrC=1C=NC=C(C1)C=1C=NN(C1)CCN1CCCC1 (3-bromo-5-[1-(2-pyrrolidin-1-yl-ethyl)-1H-pyrazol-4-yl]-pyridine). RXN SMILES: [Br:1][C:2]1[CH:3]=[N:4][CH:5]=[C:6](I)[CH:7]=1.[N:9]1([CH2:14][CH2:15][N:16]2[CH:20]=[C:19](B3OC(C)(C)C(C)(C)O3)[CH:18]=[N:17]2)[CH2:13][CH2:12][CH2:11][CH2:10]1.O.O.O.P([O-])([O-])([O-])=O.[K+].[K+].[K+]>COCCOC.C1C=CC(P(C2C=CC=CC=2)C2C=CC=CC=2)=CC=1.C1C=CC(P(C2C=CC=CC=2)C2C=CC=CC=2)=CC=1.Cl[Pd]Cl>[Br:1][C:2]1[CH:3]=[N:4][CH:5]=[C:6]([C:19]2[CH:18]=[N:17][N:16]([CH2:15][CH2:14][N:9]3[CH2:13][CH2:12][CH2:11][CH2:10]3)[CH:20]=2)[CH:7]=1 |f:2.3.4.5.6.7.8,10.11.12|. Procedure: A solution of 5.43 g (19.1 mmol) 3-bromo-5-iodo-pyridine and 6.12 g (21.0 mmol) 1-(2-pyrrolidin-1-yl-ethyl)-4-(4,4,5,5-tetramethyl-[1,3,2]dioxaborolan-2-yl)-1H-pyrazol in 17 ml 1,2-dimethoxyethan was treated with 8.12 g (38.2 mmol) tri-potassium-phosphate-trihydrate and was heated to 80° C. under nitrogen. Then 403 mg (0.57 mmol) bis(triphenyl-phosphine)palladium(II)-chloride were added. The reaction mixture was stirred for 18 hours at 80° C. The reaction mixture was partitioned between water an... The reactants are C1(=CC=CC=C1)C1=CC=C(C(C=O)=C1)O (5-phenylsalicylaldehyde), BrC(C(=O)OCC)C(=O)OCC (diethyl bromomalonate), C([O-])([O-])=O.[K+].[K+] (potassium carbonate). Run in CC(CC)=O (2-butanone). The product is C1(=CC=CC=C1)C=1C=CC2=C(C=C(O2)C(=O)OCC)C1 (ethyl 5-phenylbenzofuran-2-carboxylate). RXN SMILES: [C:1]1([C:7]2[CH:14]=[C:11]([CH:12]=O)[C:10]([OH:15])=[CH:9][CH:8]=2)[CH:6]=[CH:5][CH:4]=[CH:3][CH:2]=1.Br[CH:17](C(OCC)=O)[C:18]([O:20][CH2:21][CH3:22])=[O:19].C(=O)([O-])[O-].[K+].[K+]>CC(=O)CC>[C:1]1([C:7]2[CH:8]=[CH:9][C:10]3[O:15][C:17]([C:18]([O:20][CH2:21][CH3:22])=[O:19])=[CH:12][C:11]=3[CH:14]=2)[CH:6]=[CH:5][CH:4]=[CH:3][CH:2]=1 |f:2.3.4|. Procedure: A mixture of 0.99 g of 1A, 0.96 g of diethyl bromomalonate and 1.25 g of anhydrous potassium carbonate in 20 ml of 2-butanone, was refluxed for 10 hours. The solvent was evaporated under reduced pressure. The residue was cooled, poured into 100 ml of water and extracted with ether. The extract was washed with cold 5% sodium hydroxide solution and water and then concentrated under reduced pressure. The residue was recrystallized from ethanol to give ethyl 5-phenylbenzofuran-2-carboxylate (1B), as...